The task is: describe an organic reaction: reactants, conditions, products, and yield. This data is from the Open Reaction Database (ORD), a public repository of structured organic reaction records. The reactants are 2-tert-butyl-5-trimethylsilanylethynyl-1-[(4'-trifluoromethyl)phenoxy]benzene, Compound K, BrC=1C=CC(=C(C1)O)C(C)(C)C (5-bromo-2-tert-butylphenol), BrC=1C=CC(=C(C1)O)C(C)(C)C (5-bromo-2-tert-butylphenol), FC1=C(C=C(C=C1)C)[N+](=O)[O-] (4-fluoro-3-nitrotoluene), 5-bromo-2-tert-butyl-1-[(4'-methyl-2'-nitro)phenoxy]benzene, cuprous iodide, N1=CC=CC=C1 (pyridine), CC(C)([O-])C.[K+] (potassium t-butoxide). Product: C(C)(C)(C)C1=C(C=C(C=C1)C#C)OC1=CC=C(C=C1)CC (2-tert-Butyl-5-ethynyl-1-[(4'-ethyl)phenoxy]benzene). Reaction SMILES: Br[C:2]1[CH:3]=[CH:4][C:5]([C:9]([CH3:12])([CH3:11])[CH3:10])=[C:6]([OH:8])[CH:7]=1.[CH3:13][C:14](C)([O-])C.[K+].F[C:20]1[CH:25]=[CH:24][C:23]([CH3:26])=[CH:22][C:21]=1[N+]([O-])=O.N1C=CC=C[CH:31]=1>>[C:9]([C:5]1[CH:4]=[CH:3][C:2]([C:13]#[CH:14])=[CH:7][C:6]=1[O:8][C:20]1[CH:25]=[CH:24][C:23]([CH2:26][CH3:31])=[CH:22][CH:21]=1)([CH3:12])([CH3:11])[CH3:10] |f:1.2|. Procedure details: Employing the same general procedure as for the preparation of 2-tert-butyl-5-trimethylsilanylethynyl-1-[(4'-trifluoromethyl)phenoxy]benzene (Compound K), 4.0 g (17.5 mmol) of 5-bromo-2-tert-butylphenol (Compound H) was converted into crude 5-bromo-2-tert-butyl-1-[(4'-methyl-2'-nitro)phenoxy]benzene using 3.85 g (31.5 mmol) of potassium t-butoxide, 6.35 g (33.5 mmol) of cuprous iodide, 3.25 g (21.0 mmol) of 4-fluoro-3-nitrotoluene and 53 mL of pyridine. Purification by flash chromatography (sili...